Dataset: the Open Reaction Database (ORD), a public repository of structured organic reaction records. Task: describe an organic reaction: reactants, conditions, products, and yield The reactants are CCOC(C)=O, O=N[O-], CC(OCc1ccccc1)C(N)C(=O)O, [Na+], [Na+], [OH-], O, O=S(=O)(O)O. Yields the product CC(OCc1ccccc1)C(O)C(=O)O. As a reaction SMILES: [CH3:22][CH2:23][O:24][C:25](=[O:26])[CH3:27].[N:16](=[O:17])[O-:18].[NH2:1][CH:2]([C:3](=[O:4])[OH:5])[CH:6]([CH3:7])[O:8][CH2:9][c:10]1[cH:11][cH:12][cH:13][cH:14][cH:15]1.[Na+:19].[Na+:21].[OH-:20].[OH2:33].[S:28](=[O:29])(=[O:30])([OH:31])[OH:32]>>[CH:2]([C:3](=[O:4])[OH:5])([CH:6]([CH3:7])[O:8][CH2:9][c:10]1[cH:11][cH:12][cH:13][cH:14][cH:15]1)[OH:17]. The reactants are NC=1C=CC(=NC1)C(C)=O (1-(5-aminopyridin-2-yl)ethanone), CCN(C(C)C)C(C)C (DIPEA), ClC1=NC=C(C(=N1)Cl)C(F)(F)F (2,4-Dichloro-5-(trifluoromethyl)pyrimidine). The solvent is O (water), CCOC(=O)C (EtOAc), CN(C)C=O (DMF). Reaction conditions: time 15 minute. Yields the product ClC1=NC(=NC=C1C(F)(F)F)NC=1C=CC(=NC1)C(C)=O (1-(5-((4-Chloro-5-(trifluoromethyl)pyrimidin-2-yl)amino)pyridin-2-yl)ethanone). Yield: 44.8%. As a reaction SMILES: [NH2:1][C:2]1[CH:3]=[CH:4][C:5]([C:8](=[O:10])[CH3:9])=[N:6][CH:7]=1.CCN(C(C)C)C(C)C.Cl[C:21]1[N:26]=[C:25]([Cl:27])[C:24]([C:28]([F:31])([F:30])[F:29])=[CH:23][N:22]=1>CN(C=O)C.O.CCOC(C)=O>[Cl:27][C:25]1[C:24]([C:28]([F:30])([F:29])[F:31])=[CH:23][N:22]=[C:21]([NH:1][C:2]2[CH:3]=[CH:4][C:5]([C:8](=[O:10])[CH3:9])=[N:6][CH:7]=2)[N:26]=1. Procedure details: A suspension of 1-(5-aminopyridin-2-yl)ethanone (2.08 g, 15.3 mmol) in DMF (30 mL) and DIPEA (6.65 mL, 38.2 mmol) was stirred at room temperature for 15 minutes. 2,4-Dichloro-5-(trifluoromethyl)pyrimidine (2.47 mL, 18.33 mmol) was added in 4 portions over 5 minutes. The reaction mixture was stirred at 60° C. for 2 hours under a nitrogen atmosphere before it was diluted with water and EtOAc. The aqueous was extracted several times with EtOAc and the combined organic phases were washed with water,... Reactants: FC1=C(C(=O)NC=2C(=C(C(=O)OC)C=CC2)O)C=CC(=C1)C1=NC=CC=C1 (Methyl 3-(2-fluoro-4-(pyridin-2-yl)benzamido)-2-hydroxybenzoate), CC1=CC=C(C=C1)S(=O)(=O)O (4-methylbenzenesulfonic acid). Run in C1(=CC=CC=C1)C (toluene). Run at temperature 118 celsius, time 2 day. Yields the product FC1=C(C=CC(=C1)C1=NC=CC=C1)C=1OC2=C(N1)C=CC=C2C(=O)OC (methyl 2-(2-fluoro-4-(pyridin-2-yl)phenyl)benzo[d]oxazole-7-carboxylate). Yield: 37.8%. As a reaction SMILES: [F:1][C:2]1[CH:21]=[C:20]([C:22]2[CH:27]=[CH:26][CH:25]=[CH:24][N:23]=2)[CH:19]=[CH:18][C:3]=1[C:4]([NH:6][C:7]1[C:8](O)=[C:9]([CH:14]=[CH:15][CH:16]=1)[C:10]([O:12][CH3:13])=[O:11])=[O:5].CC1C=CC(S(O)(=O)=O)=CC=1>C1(C)C=CC=CC=1>[F:1][C:2]1[CH:21]=[C:20]([C:22]2[CH:27]=[CH:26][CH:25]=[CH:24][N:23]=2)[CH:19]=[CH:18][C:3]=1[C:4]1[O:5][C:8]2[C:9]([C:10]([O:12][CH3:13])=[O:11])=[CH:14][CH:15]=[CH:16][C:7]=2[N:6]=1. Procedure: Methyl 3-(2-fluoro-4-(pyridin-2-yl)benzamido)-2-hydroxybenzoate (1.40 g, 3.8 mmol) and 4-methylbenzenesulfonic acid (1.82 g, 9.6 mmol) were added to toluene (50 mL) and the mixture was stirred at 118° C. for 2 days. The resulting mixture was extracted with ethyl acetate (100 mL×4) and concentrated. The crude product was purified by column chromatography (silica gel, petroleum ether/ethyl acetate=20/1 to 10/1). 500 mg of methyl 2-(2-fluoro-4-(pyridin-2-yl)phenyl)benzo[d]oxazole-7-carboxylate was ... Starting materials: FC(C(=O)OCC)(F)F (ethyl trifluoroacetate), [Li+].CC(C)[N-]C(C)C (LDA), SC=1SC=CN1 (2-mercaptothiazole). The solvent is C1CCOC1 (THF), C1CCOC1 (THF), C1CCOC1 (THF). Conditions: temperature -78 celsius, time 22.5 minute. Product: [Li+].CC(C)[N-]C(C)C (LDA), FC(C(=O)C1=CN=C(S1)S)(F)F (2,2,2-trifluoro-1-(2-mercapto-1,3-thiazol-5-yl)ethanone). As a reaction SMILES: [Li+:1].[CH3:2][CH:3]([N-:5][CH:6]([CH3:8])[CH3:7])[CH3:4].[SH:9][C:10]1[S:11][CH:12]=[CH:13][N:14]=1.[F:15][C:16]([F:23])([F:22])[C:17](OCC)=[O:18]>C1COCC1>[Li+:1].[CH3:2][CH:3]([N-:5][CH:6]([CH3:8])[CH3:7])[CH3:4].[F:15][C:16]([F:23])([F:22])[C:17]([C:12]1[S:11][C:10]([SH:9])=[N:14][CH:13]=1)=[O:18] |f:0.1,5.6|. Procedure details: A solution of LDA (95.4 mmol) in THF was prepared at −10° C. and cooled to −78° C. To the LDA was added a solution of 2-mercaptothiazole (10.00 g, 85.3 mmol) in 25 mL of THF. After 15-30 min of stirring, ethyl trifluoroacetate (13.2 mL, 110.9 mmol) in 15 mL of THF was added. The solution was brought to −10° C. and quenched with NH4Cl followed by HCl (10%) and diluted with EtOAc. The layers were separated and the aqueous phase was extracted with EtOAc. The combined organic layers were dried over ... Reactants: CC(C)(C)[O-].[Na+] (NaOtBu), C1CCOC1 (THF), C(C1=CC=CC=C1)NC(CC1=NC(=CC2=C1C(=NN2C(C2=CC=CC=C2)(C2=CC=CC=C2)C2=CC=CC=C2)I)Cl)C (N-benzyl-1-(6-chloro-3-iodo-1-trityl-1H-pyrazolo[4,3-c]pyridin-4-yl)propan-2-amine). The reagents and catalysts are CC(C)OC1=C(C(=CC=C1)OC(C)C)C2=CC=CC=C2P(C3CCCCC3)C4CCCCC4 (RuPhos). Run in CCOC(=O)C (EtOAc). Run at temperature 55 celsius. Product: ClC1=NC=2CC(N(C=3C2C(=C1)NN3)CC3=CC=C(C=C3)OC)C (7-chloro-3-(4-methoxybenzyl)-4-methyl-1,3,4,5-tetrahydropyrazolo[3,4,5-de][1,6]naphthyridine). RXN SMILES: [CH2:1]([NH:8][CH:9]([CH3:41])[CH2:10][C:11]1[C:16]2[C:17](I)=[N:18][N:19](C(C3C=CC=CC=3)(C3C=CC=CC=3)C3C=CC=CC=3)[C:15]=2[CH:14]=[C:13]([Cl:40])[N:12]=1)[C:2]1[CH:7]=[CH:6][CH:5]=[CH:4][CH:3]=1.C[C:43]([O-:46])(C)C.[Na+].C1COCC1>CC(OC1C=CC=C(OC(C)C)C=1C1C(P(C2CCCCC2)C2CCCCC2)=CC=CC=1)C.CCOC(C)=O>[Cl:40][C:13]1[CH:14]=[C:15]2[NH:19][N:18]=[C:17]3[C:16]2=[C:11]([CH2:10][CH:9]([CH3:41])[N:8]3[CH2:1][C:2]2[CH:7]=[CH:6][C:5]([O:46][CH3:43])=[CH:4][CH:3]=2)[N:12]=1 |f:1.2|. Procedure: N-benzyl-1-(6-chloro-3-iodo-1-trityl-1H-pyrazolo[4,3-c]pyridin-4-yl)propan-2-amine (670 mg, 0.958 mmol) and RuPhos pre-catalyst (70 mg, 0.096 mmol) were charged in a 2 dram vial, evacuated and backfilled with nitrogen and taken in toluene (4.8 mL). A solution of 2M NaOtBu in THF (1.2 ml, 2.4 mmol) was added and the reaction mixture was heated to 55° C. for 12 hours. The reaction mixture was cooled and diluted with EtOAc and washed with water, brine, dried with sodium sulfate and concentrated. Pu... Reactants: C(C)(C)(C)OC(=O)N1CCN(CC1)C1=NC=C(C=C1NC(C1=CC(=CC=C1)C(F)(F)F)=O)Cl (4-[5-chloro-3-(3-trifluoromethyl-benzoylamino)-pyridin-2-yl]-piperazine-1-carboxylic acid tert-butyl ester), Cl (hydrogen chloride), solution. Solvent: C(Cl)Cl (methylene chloride), O1CCOCC1 (1,4-dioxane). Reaction conditions: time 2 day. Yields the product ClC=1C=C(C(=NC1)N1CCNCC1)NC(C1=CC(=CC=C1)C(F)(F)F)=O (N-(5-chloro-2-piperazin-1-yl-pyridin-3-yl)-3-trifluoromethyl-benzamide). The yield is 107.9%. As a reaction SMILES: C(OC([N:8]1[CH2:13][CH2:12][N:11]([C:14]2[C:19]([NH:20][C:21](=[O:32])[C:22]3[CH:27]=[CH:26][CH:25]=[C:24]([C:28]([F:31])([F:30])[F:29])[CH:23]=3)=[CH:18][C:17]([Cl:33])=[CH:16][N:15]=2)[CH2:10][CH2:9]1)=O)(C)(C)C.Cl>C(Cl)Cl.O1CCOCC1>[Cl:33][C:17]1[CH:18]=[C:19]([NH:20][C:21](=[O:32])[C:22]2[CH:27]=[CH:26][CH:25]=[C:24]([C:28]([F:30])([F:31])[F:29])[CH:23]=2)[C:14]([N:11]2[CH2:12][CH2:13][NH:8][CH2:9][CH2:10]2)=[N:15][CH:16]=1. Reported procedure: To a solution of 4-[5-chloro-3-(3-trifluoromethyl-benzoylamino)-pyridin-2-yl]-piperazine-1-carboxylic acid tert-butyl ester (1.40 g, 2.89 mmol) in methylene chloride (100 mL) is added hydrogen chloride (3.00 mL, 12 mmol) as a 4.0 M solution in 1,4-dioxane. The mixture is stirred at room temperature for 2 days during which time a solid precipitates from solution. The off-white solid is collected by filtration, washed with methylene chloride and dried on the filter pad to afford 1.20 g of N-(5-chl...